Dataset: the Open Reaction Database (ORD), a public repository of structured organic reaction records. Task: describe an organic reaction: reactants, conditions, products, and yield Starting materials: [Li+].[OH-] (LiOH), FC1=C(C(=CC=2C1=NOC2C)C(=O)OC)NC2=C(C=C(C=C2)I)F (methyl 7-fluoro-6-(2-fluoro-4-iodophenylamino)-3-methylbenzo[c]isoxazole-5-carboxylate). Solvent: O (H2O), C1CCOC1 (THF), O (H2O). Reaction conditions: time 4 hour. The product is FC1=C(C(=CC=2C1=NOC2C)C(=O)O)NC2=C(C=C(C=C2)I)F (7-fluoro-6-(2-fluoro-4-iodophenylamino)-3-methylbenzo[c]isoxazole-5-carboxylic acid). The yield is 89.1%. As a reaction SMILES: [F:1][C:2]1[C:7]2=[N:8][O:9][C:10]([CH3:11])=[C:6]2[CH:5]=[C:4]([C:12]([O:14]C)=[O:13])[C:3]=1[NH:16][C:17]1[CH:22]=[CH:21][C:20]([I:23])=[CH:19][C:18]=1[F:24].[Li+].[OH-]>C1COCC1.O>[F:1][C:2]1[C:7]2=[N:8][O:9][C:10]([CH3:11])=[C:6]2[CH:5]=[C:4]([C:12]([OH:14])=[O:13])[C:3]=1[NH:16][C:17]1[CH:22]=[CH:21][C:20]([I:23])=[CH:19][C:18]=1[F:24] |f:1.2|. Reported procedure: To a solution of methyl 7-fluoro-6-(2-fluoro-4-iodophenylamino)-3-methylbenzo[c]isoxazole-5-carboxylate (214 mg, 0.48 mmol) in a mixture of THF (10 ml) and H2O (5 ml) was added a solution of LiOH (57.5 mg, 2.40 mmol) in H2O (2.4 ml). After stirring at room temperature for 4 h, the reaction was concentrated, acidified with 1 M HCl solution, and extracted with EtOAc (2×20 ml). The organic solution was dried over MgSO4 and concentrated to give 184 mg (100%) of 7-fluoro-6-(2-fluoro-4-iodophenylamino... Procedure details: In the illustrated reactions, the compound of Formula II is prepared by reacting hexahydro-1,4-diazepine with furoyl chloride in an acid solution. The resultant 1-(2-furoyl)-hexahydro-1,4-diazepine is hydrogenated to produce 1-(tetrahydro-2-furoyl)-hexahydro-1,4-diazepine which is reacted with 2-chloro-4-amino-6,7-dimethoxyquinazoline in the presence of methoxy ethanol to give the compound 2-[4-(tetrahydro-2-furoyl)-hexahydro-1,4-diazepinyl-1]-4-amino-6,7-dimethoxy quinazoline. The hydrochloride... Yields the product Formula II, O1C(CCC1)C(=O)N1CCNCCC1 (1-(tetrahydro-2-furoyl)-hexahydro-1,4-diazepine). As a reaction SMILES: N1CCCNCC1.O1C=CC=C1C(Cl)=O.[O:16]1[CH:20]=[CH:19][CH:18]=[C:17]1[C:21]([N:23]1[CH2:29][CH2:28][CH2:27][NH:26][CH2:25][CH2:24]1)=[O:22]>>[O:16]1[CH2:20][CH2:19][CH2:18][CH:17]1[C:21]([N:23]1[CH2:29][CH2:28][CH2:27][NH:26][CH2:25][CH2:24]1)=[O:22]. Starting materials: O1C(=CC=C1)C(=O)N1CCNCCC1 (1-(2-furoyl)-hexahydro-1,4-diazepine), N1CCNCCC1 (hexahydro-1,4-diazepine), O1C(=CC=C1)C(=O)Cl (furoyl chloride). Reactants: product, O1C=NC=C1C1=C(C=C(C=C1)NC(=N)N)OC (4-Oxazol-5-yl-3-methoxyphenylguanidine), 243A, C(C(=O)C1=CC=CC=C1)Br (phenacylbromide). Run in CN(C=O)C (N,N-dimethylformamide). Conditions: time 3 day. Product: COC=1C=C(C=CC1C1=CN=CO1)NC=1NC(=CN1)C1=CC=CC=C1 (N-[3-Methoxy-4-(5-oxazolyl)phenyl]-5-phenyl-1H-imidazol-2-amine). RXN SMILES: [O:1]1[C:5]([C:6]2[CH:11]=[CH:10][C:9]([NH:12][C:13]([NH2:15])=[NH:14])=[CH:8][C:7]=2[O:16][CH3:17])=[CH:4][N:3]=[CH:2]1.[CH2:18](Br)[C:19]([C:21]1[CH:26]=[CH:25][CH:24]=[CH:23][CH:22]=1)=O>CN(C)C=O>[CH3:17][O:16][C:7]1[CH:8]=[C:9]([NH:12][C:13]2[NH:15][C:19]([C:21]3[CH:26]=[CH:25][CH:24]=[CH:23][CH:22]=3)=[CH:18][N:14]=2)[CH:10]=[CH:11][C:6]=1[C:5]1[O:1][CH:2]=[N:3][CH:4]=1. Procedure details: The product of Example 243, Part A, 4-Oxazol-5-yl-3-methoxyphenylguanidine, 243A (150 mg, 0.65 mmol) and phenacylbromide (128 mg, 0.65 mmol) were dissolved in N,N-dimethylformamide (0.25 mL) and stirred at room temperature for 3 days. The reaction mixture was evaporated and purified by prep RPHPLC to yield 5 mg (2%, a significant portion of the product was spilled during isolation) of the title compound. LCMS conditions J, retention time=1.62 min, (90%), M+H+=333.17. (100%). The reactants are CO, Nc1nccc(OCCc2ccccc2)c1[N+](=O)[O-], NN, O. The product is Nc1nccc(OCCc2ccccc2)c1N. RXN SMILES: [CH3:23][OH:24].[NH2:1][c:2]1[n:3][cH:4][cH:5][c:6]([O:11][CH2:12][CH2:13][c:14]2[cH:15][cH:16][cH:17][cH:18][cH:19]2)[c:7]1[N+:8]([O-:9])=[O:10].[NH2:21][NH2:22].[OH2:20]>>[NH2:1][c:2]1[n:3][cH:4][cH:5][c:6]([O:11][CH2:12][CH2:13][c:14]2[cH:15][cH:16][cH:17][cH:18][cH:19]2)[c:7]1[NH2:8].